From a dataset of the Open Reaction Database (ORD), a public repository of structured organic reaction records. describe an organic reaction: reactants, conditions, products, and yield Starting materials: Cl, Fc1cnc(F)c(F)c1, O. Product: Fc1cnc(Cl)c(F)c1. RXN SMILES: [ClH:10].[F:1][c:2]1[n:3][cH:4][c:5]([F:9])[cH:6][c:7]1[F:8].[OH2:11]>>[c:2]1([Cl:10])[n:3][cH:4][c:5]([F:9])[cH:6][c:7]1[F:8]. The reactants are C(C1=CC=CC=C1)(=O)NC1=CC=C(C=C1)C1=CC=C2CN(C(C2=C1)=O)[C@H](C(=O)O)C(C)C ((S)-2-(6-(4-Benzamidophenyl)-1-oxoisoindolin-2-yl)-3-methylbutanoic acid), ClC1=CC=C(C(=O)NC2=CC=C(C=C2)C2=CC=C3CN(C(C3=C2)=O)[C@H]2[C@H](CCC2)C(=O)OC)C=C1 ((1S,2R)-Methyl 2-(6-(4-(4-chlorobenzamido)phenyl)-1-oxoisoindolin-2-yl)cyclopentanecarboxylate). Product: ClC1=CC=C(C(=O)NC2=CC=C(C=C2)C2=CC=C3CN(C(C3=C2)=O)[C@H]2[C@H](CCC2)C(=O)O)C=C1 ((1S,2R)-2-(6-(4-(4-Chlorobenzamido)phenyl)-1-oxoisoindolin-2-yl)cyclopentane carboxylic acid). Isolated yield 82.0%. RXN SMILES: C(NC1C=CC(C2C=C3C(CN([C@@H](C(C)C)C(O)=O)C3=O)=CC=2)=CC=1)(=O)C1C=CC=CC=1.[Cl:33][C:34]1[CH:67]=[CH:66][C:37]([C:38]([NH:40][C:41]2[CH:46]=[CH:45][C:44]([C:47]3[CH:55]=[C:54]4[C:50]([CH2:51][N:52]([C@@H:57]5[CH2:61][CH2:60][CH2:59][C@@H:58]5[C:62]([O:64]C)=[O:63])[C:53]4=[O:56])=[CH:49][CH:48]=3)=[CH:43][CH:42]=2)=[O:39])=[CH:36][CH:35]=1>>[Cl:33][C:34]1[CH:67]=[CH:66][C:37]([C:38]([NH:40][C:41]2[CH:46]=[CH:45][C:44]([C:47]3[CH:55]=[C:54]4[C:50]([CH2:51][N:52]([C@@H:57]5[CH2:61][CH2:60][CH2:59][C@@H:58]5[C:62]([OH:64])=[O:63])[C:53]4=[O:56])=[CH:49][CH:48]=3)=[CH:43][CH:42]=2)=[O:39])=[CH:36][CH:35]=1. Reported procedure: The compound of example 596 was prepared analogous to compound of example 98 by hydrolysis of compound of example 595. Starting materials: C(CCC)N1C(C=2C(C1=O)=CC=CC2)=O (N-butylphthalimide), [N+](=O)(O)[O-] (nitric acid), C(CCC)N1C(C=2C(C1=O)=CC=CC2)=O (N-butylphthalimide). Conditions: temperature 100 celsius. The product is [N+](=O)([O-])C=1C=C2C(C(=O)N(C2=O)CCCC)=CC1 (4-nitro-N-butylphthalimide), [N+](=O)([O-])C1=C2C(C(=O)N(C2=O)CCCC)=CC=C1 (3-nitro-N-butylphthalimide). As a reaction SMILES: [N+:1]([O-:4])([OH:3])=[O:2].[CH2:5]([N:9]1[C:13](=[O:14])[C:12]2=[CH:15][CH:16]=[CH:17][CH:18]=[C:11]2[C:10]1=[O:19])[CH2:6][CH2:7][CH3:8]>>[N+:1]([C:16]1[CH:15]=[C:12]2[C:13](=[O:14])[N:9]([CH2:5][CH2:6][CH2:7][CH3:8])[C:10](=[O:19])[C:11]2=[CH:18][CH:17]=1)([O-:4])=[O:2].[N+:1]([C:15]1[CH:16]=[CH:17][CH:18]=[C:11]2[C:10]([N:9]([CH2:5][CH2:6][CH2:7][CH3:8])[C:13](=[O:14])[C:12]=12)=[O:19])([O-:3])=[O:2]. Procedure: A 3-necked, 5-liter round-bottomed flask, equipped with a mechanical stirrer, was charged with 4,259 g (67.6 moles) of 99% nitric acid. To the flask was added 524.9 g (2.58 moles) N-butylphthalimide as a liquid at such a rate as to keep the reaction temperature under 40° C. The addition of the N-butylphthalimide was completed in about a half hour. The reaction was then heated for six hours to 50° C. in a temperature controlled water bath. The reaction product was then fed to a wiped film evapora... Reactants: C(C)(C)OC(C)C (diisopropyl ether), C1(=CC=CC=C1)CCC(=O)OC (methyl 3-phenylpropionate), C(C)(C)(C)O (t-butanol), Example 5. The reagents and catalysts are [Zn] (zinc). The product is C1(=CC=CC=C1)CCC(=O)OC(C)(C)C (t-butyl 3-phenylpropionate). RXN SMILES: [C:1]1([CH2:7][CH2:8][C:9](OC)=[O:10])[CH:6]=[CH:5][CH:4]=[CH:3][CH:2]=1.[C:13]([OH:17])([CH3:16])([CH3:15])[CH3:14].C(OC(C)C)(C)C>[Zn]>[C:1]1([CH2:7][CH2:8][C:9]([O:17][C:13]([CH3:16])([CH3:15])[CH3:14])=[O:10])[CH:6]=[CH:5][CH:4]=[CH:3][CH:2]=1. Procedure: Under a nitrogen atmosphere, a mixture of methyl 3-phenylpropionate (3.0 mmol), t-butanol (3.6 mmol), the zinc cluster obtained in the above-described Example 5 (0.0375 mmol), and diisopropyl ether (5.0 ml) was refluxed for 18 hours. As a result, t-butyl 3-phenylpropionate was obtained quantitatively.